From a dataset of the Open Reaction Database (ORD), a public repository of structured organic reaction records. describe an organic reaction: reactants, conditions, products, and yield Product: COC(=O)c1ccc(NN=C2CCCC2)cc1S(=O)(=O)NC(C)(C)C. RXN SMILES: [C:7]([CH3:8])([CH3:9])([CH3:10])[NH:11][S:12](=[O:13])(=[O:14])[c:15]1[c:16]([C:17](=[O:18])[O:19][CH3:20])[cH:21][cH:22][c:23]([NH:25][NH2:26])[cH:24]1.[CH3:27][OH:28].[O:1]=[C:2]1[CH2:3][CH2:4][CH2:5][CH2:6]1>>[C:2]1(=[N:26][NH:25][c:23]2[cH:22][cH:21][c:16]([C:17](=[O:18])[O:19][CH3:20])[c:15]([S:12]([NH:11][C:7]([CH3:8])([CH3:9])[CH3:10])(=[O:13])=[O:14])[cH:24]2)[CH2:3][CH2:4][CH2:5][CH2:6]1. The reactants are COC(=O)c1ccc(NN)cc1S(=O)(=O)NC(C)(C)C, CO, O=C1CCCC1. Reactants: CCSc1c(O)ccc2[nH]ncc12, Cl, CSc1c(OC2CCCNCC2)ccc2[nH]ncc12, O=C1c2ccccc2C(=O)N1C1CCC(O)CC1. Yields the product CCSc1c(OC2CCC(N3C(=O)c4ccccc4C3=O)CC2)ccc2[nH]ncc12. RXN SMILES: [CH2:39]([CH3:40])[S:41][c:42]1[c:43]2[cH:44][n:45][nH:46][c:47]2[cH:48][cH:49][c:50]1[OH:51].[ClH:19].[NH:20]1[CH2:21][CH2:22][CH2:23][CH:24]([O:25][c:26]2[c:27]([S:28][CH3:29])[c:30]3[c:31]([cH:32][cH:33]2)[nH:34][n:35][cH:36]3)[CH2:37][CH2:38]1.[OH:1][CH:2]1[CH2:3][CH2:4][CH:5]([N:8]2[C:9](=[O:18])[c:10]3[cH:11][cH:12][cH:13][cH:14][c:15]3[C:16]2=[O:17])[CH2:6][CH2:7]1>>[O:1]([CH:2]1[CH2:3][CH2:4][CH:5]([N:8]2[C:9](=[O:18])[c:10]3[cH:11][cH:12][cH:13][cH:14][c:15]3[C:16]2=[O:17])[CH2:6][CH2:7]1)[c:50]1[c:42]([S:41][CH2:39][CH3:40])[c:43]2[cH:44][n:45][nH:46][c:47]2[cH:48][cH:49]1. The reactants are BrCc1ccccc1, CC(NC(=O)OC(C)(C)C)C(=O)O, CN(C)C=O, [K+], [K+], O=C([O-])[O-], O. Product: CC(NC(=O)OC(C)(C)C)C(=O)OCc1ccccc1. RXN SMILES: [Br:20][CH2:21][c:22]1[cH:23][cH:24][cH:25][cH:26][cH:27]1.[C:1]([CH3:2])([CH3:3])([CH3:4])[O:5][C:6](=[O:7])[NH:8][CH:9]([CH3:10])[C:11](=[O:12])[OH:13].[CH3:29][N:30]([CH3:31])[CH:32]=[O:33].[K+:14].[K+:15].[O-:16][C:17]([O-:18])=[O:19].[OH2:28]>>[C:1]([CH3:2])([CH3:3])([CH3:4])[O:5][C:6](=[O:7])[NH:8][CH:9]([CH3:10])[C:11]([O:12][CH2:21][c:22]1[cH:23][cH:24][cH:25][cH:26][cH:27]1)=[O:13]. The reactants are Cc1ccc(C(=O)O)cc1F, C[C@@H](N)c1ccccc1. Reagents/catalysts: CC(C)N=C=NC(C)C (DIC), C1=CC2=C(C=C1Cl)N(N=N2)O (6-Cl-HOBT). The solvent is CN(C)C=O (DMF), CN(C)C=O (DMF), CN(C)C=O (DMF), CN(C)C=O (DMF), CN(C)C=O (DMF), CN(C)C=O (DMF). Run at temperature 25 celsius, time 2 hour. Yields the product Cc1ccc(C(=O)N[C@H](C)c2ccccc2)cc1F. Isolated yield 92.6%. As a reaction SMILES: C[C@@H](N)c1ccccc1.Cc1ccc(C(=O)O)cc1F.CC(C)N=C=NC(C)C.C1=CC2=C(C=C1Cl)N(N=N2)O.CN(C)C=O>>Cc1ccc(C(=O)N[C@H](C)c2ccccc2)cc1F. Reported procedure: A mixture of 7.7 g. (0.014 moles) of 3,6-dihydro-N,N-diphenyl-4-[3-(trifluoromethyl)phenoxy]-1(2H)-pyridinepropanamine ethanedioate (1:1) (preparation described in Example 16), 90 ml. of methanol, 10 ml. of acetic acid and 0.5 g. of 20% Pd/c is shaken under 50 psi. of hydrogen at room temperature for about 4 hours. The reaction mixture is then filtered, and the solvent is evaporated. The residue is initially recrystallized from aqueous isopropanol, then recrystallized from aqueous isopropanol, a... Solvent: C(C)(=O)O (acetic acid). Yield: 65.6%. As a reaction SMILES: [C:1]([OH:6])(=[O:5])[C:2]([OH:4])=[O:3].[C:7]1([N:13]([C:34]2[CH:39]=[CH:38][CH:37]=[CH:36][CH:35]=2)[CH2:14][CH2:15][CH2:16][N:17]2[CH2:22][CH:21]=[C:20]([O:23][C:24]3[CH:29]=[CH:28][CH:27]=[C:26]([C:30]([F:33])([F:32])[F:31])[CH:25]=3)[CH2:19][CH2:18]2)[CH:12]=[CH:11][CH:10]=[CH:9][CH:8]=1.CO.[H][H]>[Pd].C(O)(=O)C>[C:1]([OH:6])(=[O:5])[C:2]([OH:4])=[O:3].[C:34]1([N:13]([C:7]2[CH:8]=[CH:9][CH:10]=[CH:11][CH:12]=2)[CH2:14][CH2:15][CH2:16][N:17]2[CH2:18][CH2:19][CH:20]([O:23][C:24]3[CH:29]=[CH:28][CH:27]=[C:26]([C:30]([F:33])([F:31])[F:32])[CH:25]=3)[CH2:21][CH2:22]2)[CH:35]=[CH:36][CH:37]=[CH:38][CH:39]=1 |f:0.1,6.7|. The product is C(C(=O)O)(=O)O.C1(=CC=CC=C1)N(CCCN1CCC(CC1)OC1=CC(=CC=C1)C(F)(F)F)C1=CC=CC=C1 (N,N-diphenyl-4-[3-(trifluoromethyl)phenoxy]-1-piperidinepropanamine ethanedioate). Reagents/catalysts: [Pd] (Pd). The reactants are C(C(=O)O)(=O)O.C1(=CC=CC=C1)N(CCCN1CCC(=CC1)OC1=CC(=CC=C1)C(F)(F)F)C1=CC=CC=C1 (3,6-dihydro-N,N-diphenyl-4-[3-(trifluoromethyl)phenoxy]-1(2H)-pyridinepropanamine ethanedioate), CO (methanol), [H][H] (hydrogen). Reactants: N (ammonia), C(C)(=O)SCCC(=O)N1N=C(CC1C(=O)O)C1=NC=CC=C1 ((±)-1-[3-(acetylthio)-1-oxopropyl]-3-(2-pyridyl)-4,5-dihydro-1H-pyrazole-5-carboxylic acid). Run at time 2 hour. Yields the product N1=C(C=CC=C1)C1=NN(C(C1)C(=O)O)C(CCS)=O ((±)-3-(2-Pyridyl)-4,5-dihydro-1-(3-mercapto-1-oxopropyl)-1H-pyrazole-5-carboxylic acid). As a reaction SMILES: N.C([S:5][CH2:6][CH2:7][C:8]([N:10]1[CH:14]([C:15]([OH:17])=[O:16])[CH2:13][C:12]([C:18]2[CH:23]=[CH:22][CH:21]=[CH:20][N:19]=2)=[N:11]1)=[O:9])(=O)C>>[N:19]1[CH:20]=[CH:21][CH:22]=[CH:23][C:18]=1[C:12]1[CH2:13][CH:14]([C:15]([OH:17])=[O:16])[N:10]([C:8](=[O:9])[CH2:7][CH2:6][SH:5])[N:11]=1. Reported procedure: Aqueous ammonia (12 ml of 7 N) is stirred at 0°-5° C. under argon and 3.5 g of (±)-1-[3-(acetylthio)-1-oxopropyl]-3-(2-pyridyl)-4,5-dihydro-1H-pyrazole-5-carboxylic acid is added. The resulting solution is stirred for 2 hours under argon and is then extracted with ethyl acetate (discarded). The aqueous layer is acidified with acetic acid and extracted with ethyl acetate (three 50 ml portions). The combined organic layers are washed with saturated brine, dried over anhydrous magnesium sulfate and... Starting materials: CCOC(=O)c1nc(-c2ccc(OC(F)(F)F)cc2)[nH]c1C, CCO, Cl. Yields the product Cc1[nH]c(-c2ccc(OC(F)(F)F)cc2)nc1C(=O)O. As a reaction SMILES: [CH2:1]([CH3:2])[O:3][C:4](=[O:5])[c:6]1[n:7][c:8](-[c:12]2[cH:13][cH:14][c:15]([O:18][C:19]([F:20])([F:21])[F:22])[cH:16][cH:17]2)[nH:9][c:10]1[CH3:11].[CH3:24][CH2:25][OH:26].[ClH:23]>>[O:3]=[C:4]([OH:5])[c:6]1[n:7][c:8](-[c:12]2[cH:13][cH:14][c:15]([O:18][C:19]([F:20])([F:21])[F:22])[cH:16][cH:17]2)[nH:9][c:10]1[CH3:11]. Reactants: compound C, BrCCCCBr (1,4-dibromobutane), COC=1C=C(C=CC1OC)C1=NN(C([C@H]2CCCC[C@@H]12)=O)CCCCBr ((cis)-4-(3,4-Dimethoxyphenyl)-2-(4-bromo-1-butyl)-4a,5,6,7,8,8a-hexahydro-2H-phthalazin-1-one). Product: COC=1C=C(C=CC1OC)C1=NN(C([C@H]2CC=CC[C@@H]12)=O)CCCCBr ((cis)-4-(3,4-Dimethoxyphenyl)-2-(4-bromo-1-butyl)-4a,5,8,8a-tetrahydro-2H-phthalazin-1-one). RXN SMILES: BrCCCCBr.[CH3:7][O:8][C:9]1[CH:10]=[C:11]([C:17]2[C@H:26]3[C@H:21]([CH2:22][CH2:23][CH2:24][CH2:25]3)[C:20](=[O:27])[N:19]([CH2:28][CH2:29][CH2:30][CH2:31][Br:32])[N:18]=2)[CH:12]=[CH:13][C:14]=1[O:15][CH3:16]>>[CH3:7][O:8][C:9]1[CH:10]=[C:11]([C:17]2[C@H:26]3[C@H:21]([CH2:22][CH:23]=[CH:24][CH2:25]3)[C:20](=[O:27])[N:19]([CH2:28][CH2:29][CH2:30][CH2:31][Br:32])[N:18]=2)[CH:12]=[CH:13][C:14]=1[O:15][CH3:16]. Procedure: Prepared from compound C and 1,4-dibromobutane as described for compound 58. M.p. 105°-106° C. Starting materials: FC(C(=O)O)(F)F.C(CCC)NC1=NC(=C2N=C(NC2=N1)OC)N (N2-butyl-8-methoxy-9H-purine-2,6-diamine trifluoroacetic acid salt), C([O-])([O-])=O.[K+].[K+] (potassium carbonate), CS(=O)(=O)OCCC1OCCCC1 (2-(Tetrahydro-2H-pyran-2-yl)ethyl methanesulfonate). Run in CN(C)C=O (DMF). Conditions: temperature 60 celsius, time 1 hour. Product: C(CCC)NC1=NC(=C2N=C(N(C2=N1)CCC1OCCCC1)OC)N (N2-Butyl-8-(methoxy)-9-[2-(tetrahydro-2H-pyran-2-yl)ethyl]-9H-Purine-2,6-diamine). Isolated yield 37.7%. Reaction SMILES: FC(F)(F)C(O)=O.[CH2:8]([NH:12][C:13]1[N:21]=[C:20]2[C:16]([N:17]=[C:18]([O:22][CH3:23])[NH:19]2)=[C:15]([NH2:24])[N:14]=1)[CH2:9][CH2:10][CH3:11].C(=O)([O-])[O-].[K+].[K+].CS(O[CH2:36][CH2:37][CH:38]1[CH2:43][CH2:42][CH2:41][CH2:40][O:39]1)(=O)=O>CN(C=O)C>[CH2:8]([NH:12][C:13]1[N:21]=[C:20]2[C:16]([N:17]=[C:18]([O:22][CH3:23])[N:19]2[CH2:36][CH2:37][CH:38]2[CH2:43][CH2:42][CH2:41][CH2:40][O:39]2)=[C:15]([NH2:24])[N:14]=1)[CH2:9][CH2:10][CH3:11] |f:0.1,2.3.4|. Procedure: A mixture of N2-butyl-8-methoxy-9H-purine-2,6-diamine trifluoroacetic acid salt (200 mg) and potassium carbonate (236 mg) in dry DMF (2 mL) were heated at 60° C. with stirring for 1 h. 2-(Tetrahydro-2H-pyran-2-yl)ethyl methanesulfonate (142 mg) was added and the reaction was continued for 3 h at 60° C. The mixture was quenched with water and extracted with EtOAc (×3). The combined organics were washed with water and brine, dried using a hydrophobic frit and evaporated to give crude material (250...